From a dataset of the Open Reaction Database (ORD), a public repository of structured organic reaction records. describe an organic reaction: reactants, conditions, products, and yield Reactants: solution, NCC=1C=CC2=C(NC3=C(S2)N=CC=N3)C1 (8-aminomethyl-10H-pyrazino[2,3-b][1,4]benzothiazine), C([O-])([O-])=O.[K+].[K+] (potassium carbonate), ClS(=O)(=O)N=C=O (chlorosulfonyl isocyanate), C(=O)O (formic acid). Run in C(C)(=O)OCC (ethyl acetate), O1CCCC1 (tetrahydrofuran), O1CCCC1 (tetrahydrofuran). Conditions: time 30 minute. Product: N1=CC=NC=2SC3=C(NC21)C=C(C=C3)CNS(=O)(=O)N (N-(10H-Pyrazino[2,3-b][1,4]benzothiazin-8-ylmethyl)sulfamide). Yield: 12.1%. Reaction SMILES: Cl[S:2]([N:5]=C=O)(=[O:4])=[O:3].C(O)=O.[NH2:11][CH2:12][C:13]1[CH:14]=[CH:15][C:16]2[S:21][C:20]3[N:22]=[CH:23][CH:24]=[N:25][C:19]=3[NH:18][C:17]=2[CH:26]=1.C(=O)([O-])[O-].[K+].[K+]>O1CCCC1.C(OCC)(=O)C>[N:25]1[C:19]2[NH:18][C:17]3[CH:26]=[C:13]([CH2:12][NH:11][S:2]([NH2:5])(=[O:4])=[O:3])[CH:14]=[CH:15][C:16]=3[S:21][C:20]=2[N:22]=[CH:23][CH:24]=1 |f:3.4.5|. Reported procedure: 5 ml of a solution of 283 mg of chlorosulfonyl isocyanate in tetrahydrofuran was ice-cooled and 92 mg of formic acid was added thereto. After stirring at room temperature for 30 minutes, the mixture was added to a solution of 276 mg of 8-aminomethyl-10H-pyrazino[2,3-b][1,4]benzothiazine in tetrahydrofuran (5 ml) and the resulting mixture was stirred at room temperature for 20 minutes. Next, it was distributed into an aqueous solution of potassium carbonate and ethyl acetate and the aqueous layer... Reactants: CCOC(=O)C(F)(F)Br, C[Si](C)(C)Cl, C1CCOC1, [Zn], c1ccc(CCNCn2nnc3ccccc32)cc1. Product: CCOC(=O)C(F)(F)CNCCc1ccccc1. Reaction SMILES: [Br:6][C:7]([C:8](=[O:9])[O:10][CH2:11][CH3:12])([F:13])[F:14].[Cl:1][Si:2]([CH3:3])([CH3:4])[CH3:5].[O:34]1[CH2:35][CH2:36][CH2:37][CH2:38]1.[Zn:39].[n:15]1([CH2:24][NH:25][CH2:26][CH2:27][c:28]2[cH:29][cH:30][cH:31][cH:32][cH:33]2)[c:16]2[cH:17][cH:18][cH:19][cH:20][c:21]2[n:22][n:23]1>>[C:7]([C:8](=[O:9])[O:10][CH2:11][CH3:12])([F:13])([F:14])[CH2:24][NH:25][CH2:26][CH2:27][c:28]1[cH:29][cH:30][cH:31][cH:32][cH:33]1.